Dataset: the Open Reaction Database (ORD), a public repository of structured organic reaction records. Task: describe an organic reaction: reactants, conditions, products, and yield Starting materials: NC1=NC(N(C(=N1)N)O)(C)C (4,6-diamino-1,2-dihydro-1-hydroxy-2,2-dimethyl-1,3,5-triazine), C1(=CC=CC2=CC=CC=C12)CCBr (2-(naphth-1-yl)ethyl bromide). Solvent: CN(C=O)C (dimethylformamide). Yields the product Br.NC1=NC(N(C(=N1)N)OCCC1=CC=CC2=CC=CC=C12)(C)C (4,6-diamino-1,2-dihydro-2,2-dimethyl-1-[2-(naphth-1-yl)ethoxy]-1,3,5-triazine hydrobromide). Yield: 20.4%. Reaction SMILES: [NH2:1][C:2]1[N:7]=[C:6]([NH2:8])[N:5]([OH:9])[C:4]([CH3:11])([CH3:10])[N:3]=1.[C:12]1([CH2:22][CH2:23][Br:24])[C:21]2[C:16](=[CH:17][CH:18]=[CH:19][CH:20]=2)[CH:15]=[CH:14][CH:13]=1>CN(C)C=O>[BrH:24].[NH2:1][C:2]1[N:7]=[C:6]([NH2:8])[N:5]([O:9][CH2:23][CH2:22][C:12]2[C:21]3[C:16](=[CH:17][CH:18]=[CH:19][CH:20]=3)[CH:15]=[CH:14][CH:13]=2)[C:4]([CH3:11])([CH3:10])[N:3]=1 |f:3.4|. Reported procedure: This compound was prepared in a manner analogous to that of Example 3, Step F, using 0.8 gram (0.005 mole) of 4,6-diamino-1,2-dihydro-1-hydroxy-2,2-dimethyl-1,3,5-triazine (prepared in Example 3) and 1.3 grams (0.006 mole) of 2-(naphth-1-yl)ethyl bromide (commercially available) in 15 ml of dimethylformamide. The reaction product was recrystallized from water, yielding 0.4 gram of 4,6-diamino-1,2-dihydro-2,2-dimethyl-1-[2-(naphth-1-yl)ethoxy]-1,3,5-triazine hydrobromide. The NMR spectrum was con... Starting materials: ClC=1C=C2C(C(NC2=CC1)=O)=CC1=C(C(=C(N1)C)C(=O)O)C (5-(5-Chloro-2-oxo-1,2-dihydro-indol-3-ylidenemethyl)-2,4-dimethyl-1H-pyrrole-3-carboxylic acid), NCC(CN1CCOCC1)O (1-amino-3-morpholin-4-yl-propan-2-ol). The product is OC(CNC(=O)C1=C(NC(=C1C)\C=C\1/C(NC2=CC=C(C=C12)Cl)=O)C)CN1CCOCC1 (5-[5-chloro-2-oxo-1,2-dihydro-indol-(3Z)-ylidene-methyl]-2,4-dimethyl-1H-pyrrole-3-carboxylic acid (2-hydroxy-3-morpholin-4-yl-propyl)-amide). As a reaction SMILES: [Cl:1][C:2]1[CH:3]=[C:4]2[C:8](=[CH:9][CH:10]=1)[NH:7][C:6](=[O:11])[C:5]2=[CH:12][C:13]1[NH:17][C:16]([CH3:18])=[C:15]([C:19]([OH:21])=O)[C:14]=1[CH3:22].[NH2:23][CH2:24][CH:25]([OH:33])[CH2:26][N:27]1[CH2:32][CH2:31][O:30][CH2:29][CH2:28]1>>[OH:33][CH:25]([CH2:26][N:27]1[CH2:32][CH2:31][O:30][CH2:29][CH2:28]1)[CH2:24][NH:23][C:19]([C:15]1[C:14]([CH3:22])=[C:13](/[CH:12]=[C:5]2\[C:6](=[O:11])[NH:7][C:8]3[C:4]\2=[CH:3][C:2]([Cl:1])=[CH:10][CH:9]=3)[NH:17][C:16]=1[CH3:18])=[O:21]. Procedure: 5-(5-Chloro-2-oxo-1,2-dihydro-indol-3-ylidenemethyl)-2,4-dimethyl-1H-pyrrole-3-carboxylic acid (126.6 mg, 0.4 mmol) was condensed with 1-amino-3-morpholin-4-yl-propan-2-ol (74 mg, 0.48 mmol) to precipitate 5-[5-Chloro-2-oxo-1,2-dihydro-indol-(3Z)-ylidenemethyl]-2,4-dimethyl-1H-pyrrole-3-carboxylic acid (2-hydroxy-3-morpholin-4-yl-propyl)-amide (107 mg, 58%). 1H NMR (DMSO-d6) δ 2.29 (m, 1H), 2.33 (m, 1H), 2.39 (m, 4H), 2.40, 2.42 (2×s, 6H, 2×CH3), 3.15 (s, 1H), 3.37 (m, 1H), 3.55 (m, 4H), 3.77 (m... Starting materials: C(C=C)C=1C(=CC=C2C(=CC(OC12)=O)OCC1=CC=CC=C1)OCC(CN1CCN(CC1)CC1=CC=C(C=C1)Cl)O (1-[3-(8-allyl-4-benzyloxycoumarin-7-yloxy)-2-hydroxypropyl]-4-(4-chlorobenzyl)piperazine), C (charcoal), [H][H] (hydrogen). Solvent: CN(C)C=O (DMF). Product: ClC1=CC=C(CN2CCN(CC2)CC(COC2=CC=C3C(=CC(OC3=C2CCC)=O)O)O)C=C1 (1-(4-Chlorobenzyl)-4-[2-hydroxy-3-(4-hydroxy-8-n-propylcoumarin-7-yloxy)propyl]piperazine). Yield: 79.5%. As a reaction SMILES: [CH2:1]([C:4]1[C:5]([O:23][CH2:24][CH:25]([OH:41])[CH2:26][N:27]2[CH2:32][CH2:31][N:30]([CH2:33][C:34]3[CH:39]=[CH:38][C:37]([Cl:40])=[CH:36][CH:35]=3)[CH2:29][CH2:28]2)=[CH:6][CH:7]=[C:8]2[C:13]=1[O:12][C:11](=[O:14])[CH:10]=[C:9]2[O:15]CC1C=CC=CC=1)[CH:2]=[CH2:3].C.[H][H]>CN(C=O)C>[Cl:40][C:37]1[CH:36]=[CH:35][C:34]([CH2:33][N:30]2[CH2:31][CH2:32][N:27]([CH2:26][CH:25]([OH:41])[CH2:24][O:23][C:5]3[C:4]([CH2:1][CH2:2][CH3:3])=[C:13]4[C:8]([C:9]([OH:15])=[CH:10][C:11](=[O:14])[O:12]4)=[CH:7][CH:6]=3)[CH2:28][CH2:29]2)=[CH:39][CH:38]=1. Reported procedure: Hydrogenation of a solution of 1-[3-(8-allyl-4-benzyloxycoumarin-7-yloxy)-2-hydroxypropyl]-4-(4-chlorobenzyl)piperazine (7.2 g) in DMF (200 ml) over 10% palladinized charcoal at atmospheric pressure until two equivalents of hydrogen were absorbed gave 4.85 g (80%) of material of m.p. (aqueous ethanol) 107° C. (Found; C, 63.90; H, 6.59; N, 5.20; Cl, 6.53; C26H31N2O5Cl requires; C, 64.12; H, 6.42; N, 5.75; Cl, 7.28%).